Dataset: the Open Reaction Database (ORD), a public repository of structured organic reaction records. Task: describe an organic reaction: reactants, conditions, products, and yield The reactants are BrCC(C(=O)N(C)C)=O (3-bromo-N,N-dimethyl-2-oxopropanamide), Cl.C(N)(=N)C=1C(=CC(=C(C(=O)OC)C1)C)C (methyl 5-carbamimidoyl-2,4-dimethylbenzoate hydrochloride), Cl.C(N)(=N)C=1C(=CC(=C(C(=O)OC)C1)C)C (methyl 5-carbamimidoyl-2,4-dimethylbenzoate hydrochloride), C([O-])([O-])=O.[K+].[K+] (potassium carbonate). The solvent is C(C)#N (acetonitrile). Product: CN(C(=O)C1=CN=C(N1)C=1C(=CC(=C(C(=O)OC)C1)C)C)C (Methyl 5-(5-(dimethylcarbamoyl)-1H-imidazol-2-yl)-2,4-dimethylbenzoate). Yield: 29.9%. As a reaction SMILES: Br[CH2:2][C:3](=O)[C:4]([N:6]([CH3:8])[CH3:7])=[O:5].Cl.[C:11]([C:14]1[C:15]([CH3:25])=[CH:16][C:17]([CH3:24])=[C:18]([CH:23]=1)[C:19]([O:21][CH3:22])=[O:20])(=[NH:13])[NH2:12].C(=O)([O-])[O-].[K+].[K+]>C(#N)C>[CH3:7][N:6]([CH3:8])[C:4]([C:3]1[NH:13][C:11]([C:14]2[C:15]([CH3:25])=[CH:16][C:17]([CH3:24])=[C:18]([CH:23]=2)[C:19]([O:21][CH3:22])=[O:20])=[N:12][CH:2]=1)=[O:5] |f:1.2,3.4.5|. Reported procedure: A mixture of 3-bromo-N,N-dimethyl-2-oxopropanamide (246 mg), methyl 5-carbamimidoyl-2,4-dimethylbenzoate hydrochloride (compound 2.5, 237 mg), and potassium carbonate (311 mg) in acetonitrile (12 ml) was heated to reflux for 48 hours. After cooling to ambient temperature the mixture was concentrated. The residue was dissolved in EtOAc and washed with brine, dried over MgSO4, concentrated, and purified by flash chromatography (SiO2; EtOAc) to give 88 mg of the title compound. m/z (ES+) 302 (M+H)+... The reactants are C=C(C)COc1cccc(Br)c1, CN(C)CC1CC(Oc2ccccc2)CCC1=O, Cl. Yields the product C=C(C)COc1cccc(C2(O)CCC(Oc3ccccc3)CC2CN(C)C)c1, Cl. RXN SMILES: [Br:20][c:21]1[cH:22][c:23]([O:27][CH2:28][C:29](=[CH2:30])[CH3:31])[cH:24][cH:25][cH:26]1.[CH3:2][N:3]([CH3:4])[CH2:5][CH:6]1[C:7](=[O:19])[CH2:8][CH2:9][CH:10]([O:12][c:13]2[cH:14][cH:15][cH:16][cH:17][cH:18]2)[CH2:11]1.[ClH:1]>>[CH3:2][N:3]([CH3:4])[CH2:5][CH:6]1[C:7]([OH:19])([c:21]2[cH:22][c:23]([O:27][CH2:28][C:29](=[CH2:30])[CH3:31])[cH:24][cH:25][cH:26]2)[CH2:8][CH2:9][CH:10]([O:12][c:13]2[cH:14][cH:15][cH:16][cH:17][cH:18]2)[CH2:11]1.[ClH:1]. Starting materials: CC=1NC(CSC1C1C(=CN(C=C1)C(=O)OCC(Cl)(Cl)Cl)C#N)=O (5-methyl-6-[1-(2,2,2-trichloroethoxycarbonyl)-3-cyano-1,4-dihydro-4-pyridinyl]-2H-1,4-thiazin-3(4H)-one), [S] (sulfur), Example 4 ( ii ). The product is CC=1NC(CSC1C1=C(C=NC=C1)C#N)=O (5-methyl-6-(3-cyano-4-pyridinyl)-2H-1,4-thiazin-3(4H)-one). Yield: 10.6%. RXN SMILES: [CH3:1][C:2]1[NH:3][C:4](=[O:24])[CH2:5][S:6][C:7]=1[CH:8]1[CH:13]=[CH:12][N:11](C(OCC(Cl)(Cl)Cl)=O)[CH:10]=[C:9]1[C:22]#[N:23].[S]>>[CH3:1][C:2]1[NH:3][C:4](=[O:24])[CH2:5][S:6][C:7]=1[C:8]1[CH:13]=[CH:12][N:11]=[CH:10][C:9]=1[C:22]#[N:23] |^3:24|. Procedure: A mixture of 5-methyl-6-[1-(2,2,2-trichloroethoxycarbonyl)-3-cyano-1,4-dihydro-4-pyridinyl]-2H-1,4-thiazin-3(4H)-one (0.5 g) and sulfur sublimed (2.5 g) was treated in the same manner as described in Example 4 (ii) to give the titled compound (0.03 g, yield 10.6%) as pale orange powder. Chloroform-methanol (=20:1) was used as a developing eluant. Reactants: CCCCO, CCN(C(C)C)C(C)C, O=[N+]([O-])c1ccccc1F, NC1CCOC1. Product: O=[N+]([O-])c1ccccc1NC1CCOC1. RXN SMILES: [CH2:26]([OH:27])[CH2:28][CH2:29][CH3:30].[CH:1]([N:2]([CH2:3][CH3:4])[CH:5]([CH3:6])[CH3:7])([CH3:8])[CH3:9].[F:10][c:11]1[c:12]([N+:17](=[O:18])[O-:19])[cH:13][cH:14][cH:15][cH:16]1.[O:20]1[CH2:21][CH:22]([NH2:25])[CH2:23][CH2:24]1>>[c:11]1([NH:25][CH:22]2[CH2:21][O:20][CH2:24][CH2:23]2)[c:12]([N+:17](=[O:18])[O-:19])[cH:13][cH:14][cH:15][cH:16]1. Starting materials: BrC=1C(=NC=CC1)N (3-bromo-pyridin-2-ylamine), N(=C=S)C1=C(C=CC=C1)OC (1-isothiocyanato-2-methoxy-benzene). Yields the product BrC=1C(=NC=CC1)NC(=S)NC1=C(C=CC=C1)OC (1-(3-Bromo-pyridin-2-yl)-3-(2-methoxy-phenyl)-thiourea), solid. The yield is 86.0%. As a reaction SMILES: [Br:1][C:2]1[C:3]([NH2:8])=[N:4][CH:5]=[CH:6][CH:7]=1.[N:9]([C:12]1[CH:17]=[CH:16][CH:15]=[CH:14][C:13]=1[O:18][CH3:19])=[C:10]=[S:11]>>[Br:1][C:2]1[C:3]([NH:8][C:10]([NH:9][C:12]2[CH:17]=[CH:16][CH:15]=[CH:14][C:13]=2[O:18][CH3:19])=[S:11])=[N:4][CH:5]=[CH:6][CH:7]=1. Procedure details: 1-(3-Bromo-pyridin-2-yl)-3-(2-methoxy-phenyl)-thiourea was prepared from 3-bromo-pyridin-2-ylamine (5.0 g, 29.0 mmol) and 1-isothiocyanato-2-methoxy-benzene (4.0 mL, 29.0 mmol) in a manner analogous to Step 19a. The reaction product was isolated as a yellow solid (8.46 g, 86%). 1H NMR (400 MHz, (D3C)2SO, δ, ppm): 13.62 (br s, 1H), 8.75-8.65 (m, 2H), 8.21 (dd, J=5.1, 1.5 Hz, 1H), 7.91 (dd, J=8.0, 1.6, Hz, 1H), 7.21 (dt, J=7.9, 1.5 Hz, 1H), 7.06-7.00 (m, 1H), 6.98-6.94 (m, 1H), 6.91 (dd, J=7.9, 5.... Reactants: CC[SiH](CC)CC, CC(C(=O)[O-])C1CCn2c1cc1c(Br)cc(F)cc12, O=Cc1ccc(Cl)cc1, ClCCl, O=C(O)C(F)(F)F. Yields the product CC(C(=O)O)C1CCn2c1c(Cc1ccc(Cl)cc1)c1c(Br)cc(F)cc12. RXN SMILES: [CH2:8]([SiH:9]([CH2:10][CH3:11])[CH2:12][CH3:13])[CH3:14].[CH3:15][CH:16]([C:17](=[O:18])[O-:19])[CH:20]1[CH2:21][CH2:22][n:23]2[c:24]1[cH:25][c:26]1[c:27]([Br:33])[cH:28][c:29]([F:32])[cH:30][c:31]21.[Cl:34][c:35]1[cH:36][cH:37][c:38]([CH:39]=[O:40])[cH:41][cH:42]1.[Cl:43][CH2:44][Cl:45].[OH:1][C:2]([C:3]([F:4])([F:5])[F:6])=[O:7]>>[CH3:15][CH:16]([C:17](=[O:18])[OH:19])[CH:20]1[CH2:21][CH2:22][n:23]2[c:24]1[c:25]([CH2:39][c:38]1[cH:37][cH:36][c:35]([Cl:34])[cH:42][cH:41]1)[c:26]1[c:27]([Br:33])[cH:28][c:29]([F:32])[cH:30][c:31]21. Starting materials: COC(=O)C(C)(C)CCBr, O=C([O-])[O-], CC(=O)N(c1ccc(Cl)cc1)C1CC(C)N(C(=O)c2ccc(O)c(F)c2)c2ccccc21, [Cs+], [Cs+], CN(C)C=O. The product is COC(=O)C(C)(C)CCOc1ccc(C(=O)N2c3ccccc3C(N(C(C)=O)c3ccc(Cl)cc3)CC2C)cc1F. RXN SMILES: [Br:39][CH2:40][CH2:41][C:42]([C:43](=[O:44])[O:45][CH3:46])([CH3:47])[CH3:48].[C:33](=[O:34])([O-:35])[O-:36].[Cl:1][c:2]1[cH:3][cH:4][c:5]([N:8]([C:9]([CH3:10])=[O:11])[CH:12]2[CH2:13][CH:14]([CH3:32])[N:15]([C:22]([c:23]3[cH:24][c:25]([F:30])[c:26]([OH:29])[cH:27][cH:28]3)=[O:31])[c:16]3[cH:17][cH:18][cH:19][cH:20][c:21]32)[cH:6][cH:7]1.[Cs+:37].[Cs+:38].[O:49]=[CH:50][N:51]([CH3:52])[CH3:53]>>[Cl:1][c:2]1[cH:3][cH:4][c:5]([N:8]([C:9]([CH3:10])=[O:11])[CH:12]2[CH2:13][CH:14]([CH3:32])[N:15]([C:22]([c:23]3[cH:24][c:25]([F:30])[c:26]([O:29][CH2:40][CH2:41][C:42]([C:43](=[O:44])[O:45][CH3:46])([CH3:47])[CH3:48])[cH:27][cH:28]3)=[O:31])[c:16]3[cH:17][cH:18][cH:19][cH:20][c:21]32)[cH:6][cH:7]1. The reactants are O (water), [H-].[Na+] (NaH), C(\C=C(/C)\CCC=C(C)C)Br (geranyl bromide), CC(C)(C)[Si](OCCC/C(=C/O)/O)(C)C ((Z)-5-[[(1,1-dimethylethyl)dimethylsilyl]oxy]-1-pentene-1,2-diol). Run in O1CCCC1 (tetrahydrofuran). Reaction conditions: time 1 hour. The product is CC(C)(C)[Si](OCCCC(COC\C=C(\CCC=C(C)C)/C)O)(C)C ((E)-5-[[(1,1-dimethylethyl)dimethylsilyl]oxy]-1-[(3,7-dimethyl-2,6-octadienyl)oxy]-2-pentanol). Yield: 99.7%. As a reaction SMILES: [H-].[Na+].[CH3:3][C:4]([Si:7]([CH3:17])([CH3:16])[O:8][CH2:9][CH2:10][CH2:11]/[C:12](/[OH:15])=[CH:13]/[OH:14])([CH3:6])[CH3:5].[CH2:18](Br)/[CH:19]=[C:20](/[CH2:22][CH2:23][CH:24]=[C:25]([CH3:27])[CH3:26])\[CH3:21].O>O1CCCC1>[CH3:6][C:4]([Si:7]([CH3:16])([CH3:17])[O:8][CH2:9][CH2:10][CH2:11][CH:12]([OH:15])[CH2:13][O:14][CH2:18]/[CH:19]=[C:20](\[CH3:21])/[CH2:22][CH2:23][CH:24]=[C:25]([CH3:27])[CH3:26])([CH3:3])[CH3:5] |f:0.1|. Reported procedure: To a stirring suspension of 140 mg (4.6 mmol) of 80% NaH in 5 mL of tetrahydrofuran is added 1.07 g (4.6 mmol) of (Z)-5-[[(1,1-dimethylethyl)dimethylsilyl]oxy]-1-pentene-1,2-diol at 0° C. and the reaction mixture is stirred for 1 hour. Next, 1.0 g (4.6 mmol) of geranyl bromide is added and the reaction is stirred overnight at room temperature. The reaction mixture is poured into water and extracted with three 50 mL portions of ethyl acetate. The combined organic layers are dried over MgSO4 and c... Reactants: O=C([O-])O, ClCCl, [Na+], CC(C)(C)OC(=O)NC1CCC(CO)CC1. Yields the product CC(C)(C)OC(=O)NC1CCC(C=O)CC1. Reaction SMILES: [C:17](=[O:18])([O-:19])[OH:20].[Cl:22][CH2:23][Cl:24].[Na+:21].[OH:1][CH2:2][CH:3]1[CH2:4][CH2:5][CH:6]([NH:9][C:10]([O:11][C:12]([CH3:13])([CH3:14])[CH3:15])=[O:16])[CH2:7][CH2:8]1>>[O:1]=[CH:2][CH:3]1[CH2:4][CH2:5][CH:6]([NH:9][C:10]([O:11][C:12]([CH3:13])([CH3:14])[CH3:15])=[O:16])[CH2:7][CH2:8]1.